Dataset: the Open Reaction Database (ORD), a public repository of structured organic reaction records. Task: describe an organic reaction: reactants, conditions, products, and yield The reactants are COC(C1=C(C(=CC=C1)Cl)NS(=O)(=O)C1=CC=C(C=C1)OC)=O (3-Chloro-2-(4-methoxybenzenesulfonylamino)-benzoic acid methyl ester), [H-].[Na+] (sodium hydride), O (water), C(C1=CC=CC=C1)Br (benzyl bromide). Solvent: CN(C)C=O (DMF). Conditions: time 30 minute. The product is COC(C1=C(C(=CC=C1)Cl)N(S(=O)(=O)C1=CC=C(C=C1)OC)CC1=CC=CC=C1)=O (2-[Benzyl-(4-methoxy-benzenesulfonyl)-amino]-3-chloro-benzoic acid methyl ester). Isolated yield 39.0%. Reaction SMILES: [CH3:1][O:2][C:3](=[O:23])[C:4]1[CH:9]=[CH:8][CH:7]=[C:6]([Cl:10])[C:5]=1[NH:11][S:12]([C:15]1[CH:20]=[CH:19][C:18]([O:21][CH3:22])=[CH:17][CH:16]=1)(=[O:14])=[O:13].[H-].[Na+].[CH2:26](Br)[C:27]1[CH:32]=[CH:31][CH:30]=[CH:29][CH:28]=1.O>CN(C=O)C>[CH3:1][O:2][C:3](=[O:23])[C:4]1[CH:9]=[CH:8][CH:7]=[C:6]([Cl:10])[C:5]=1[N:11]([CH2:26][C:27]1[CH:32]=[CH:31][CH:30]=[CH:29][CH:28]=1)[S:12]([C:15]1[CH:16]=[CH:17][C:18]([O:21][CH3:22])=[CH:19][CH:20]=1)(=[O:14])=[O:13] |f:1.2|. Procedure: To a solution of 0.90 g (2.532 mmol) of the product of Example 2 in 10 mL of DMF was added 0.127 g (3.165 mmol) of 60% sodium hydride. The resulting mixture was stirred for 30 min at room temperatue and then 0.38 mL (3.165 mmol) of benzyl bromide was added. This reaction mixture was stirred overnight at room temperature, poured into water and then extracted with ether. The combined organics were washed with water and brine, dried over MgSO4, filtered and concentrated in vacuo to provide a white ... Starting materials: O (water), Cl.Cl.C1(=CC=CC2=CC=CC=C12)[C@@H](C)N[C@@H]1CNCC1 ((S)-3-[(R)-1-(naphthalen-1-yl)ethylamino]pyrrolidine dihydrochloride), FC1=CC=C(C=C1)CCS(=O)(=O)CCC1=CC=C(C=C1)F (4-fluorophenylethylsulfone), C([O-])([O-])=O.[K+].[K+] (potassium carbonate). The solvent is C(Cl)(Cl)Cl (chloroform), CS(=O)C (DMSO). Reaction conditions: temperature 130 celsius, time 1 day. The product is C1(=CC=CC2=CC=CC=C12)[C@@H](C)N[C@@H]1CN(CC1)C1=CC=C(C=C1)CCS(=O)(=O)CCC1=CC=C(C=C1)N1C[C@H](CC1)N[C@H](C)C1=CC=CC2=CC=CC=C12 (4-[(S)-3-[(R)-1-(naphthalen-1-yl)ethylamino]pyrrolidin-1-yl]phenylethylsulfone). Yield: 73.7%. Reaction SMILES: Cl.Cl.[C:3]1([C@H:13]([NH:15][C@H:16]2[CH2:20][CH2:19][NH:18][CH2:17]2)[CH3:14])[C:12]2[C:7](=[CH:8][CH:9]=[CH:10][CH:11]=2)[CH:6]=[CH:5][CH:4]=1.F[C:22]1[CH:27]=[CH:26][C:25]([CH2:28][CH2:29][S:30]([CH2:33][CH2:34][C:35]2[CH:40]=[CH:39][C:38](F)=[CH:37][CH:36]=2)(=[O:32])=[O:31])=[CH:24][CH:23]=1.C(=O)([O-])[O-].[K+].[K+].O>CS(C)=O.C(Cl)(Cl)Cl>[C:3]1([C@H:13]([NH:15][C@H:16]2[CH2:20][CH2:19][N:18]([C:22]3[CH:27]=[CH:26][C:25]([CH2:28][CH2:29][S:30]([CH2:33][CH2:34][C:35]4[CH:40]=[CH:39][C:38]([N:18]5[CH2:19][CH2:20][C@H:16]([NH:15][C@@H:13]([C:3]6[C:12]7[C:7](=[CH:8][CH:9]=[CH:10][CH:11]=7)[CH:6]=[CH:5][CH:4]=6)[CH3:14])[CH2:17]5)=[CH:37][CH:36]=4)(=[O:32])=[O:31])=[CH:24][CH:23]=3)[CH2:17]2)[CH3:14])[C:12]2[C:7](=[CH:8][CH:9]=[CH:10][CH:11]=2)[CH:6]=[CH:5][CH:4]=1 |f:0.1.2,4.5.6|. Procedure: To a solution of 150 mg of (S)-3-[(R)-1-(naphthalen-1-yl)ethylamino]pyrrolidine dihydrochloride and 108 mg of 4-fluorophenylethylsulfone in 2 ml of DMSO was added 263 mg of potassium carbonate, and the reaction mixture was stirred at 130° C. for 1 day. To the reaction mixture was added water and chloroform, the mixture was stirred and the liquids were separated. The organic layer was dried and evaporated, and then, the residue was purified by NH silica gel column chromatography (hexane:ethyl ace... The reactants are NN1C=NC2=CC=C(C=C2C1(C1=C(C=CC=C1)Cl)O)F (3-amino-6-fluoro-3,4-dihydro-4-hydroxy-4-(o-chlorophenyl)quinazoline), C1(C=2C(C(N1CC(=O)Cl)=O)=CC=CC2)=O (α-phthalimidoacetyl chloride). Run in N1=CC=CC=C1 (pyridine). Yields the product ClC1=C(C(=O)C2=C(C=CC(=C2)F)N(C(CN2C(C3=CC=CC=C3C2=O)=O)=O)C=NNC(CN2C(C3=CC=CC=C3C2=O)=O)=O)C=CC=C1 (1,3-dioxo-2-isoindolineacetic acid, [[N-[2-(o-chlorobenzoyl)-4-fluorophenyl]-1,3-dioxo-2-isoindolineacetamido]methylene]hydrazide). RXN SMILES: [NH2:1][N:2]1[C:11]([OH:19])([C:12]2[CH:17]=[CH:16][CH:15]=[CH:14][C:13]=2[Cl:18])[C:10]2[C:5](=[CH:6][CH:7]=[C:8]([F:20])[CH:9]=2)[N:4]=[CH:3]1.[C:21]1(=[O:35])[N:25]([CH2:26][C:27](Cl)=[O:28])[C:24](=[O:30])[C:23]2=[CH:31][CH:32]=[CH:33][CH:34]=[C:22]12>N1C=CC=CC=1>[Cl:18][C:13]1[CH:14]=[CH:15][CH:16]=[CH:17][C:12]=1[C:11]([C:10]1[CH:9]=[C:8]([F:20])[CH:7]=[CH:6][C:5]=1[N:4]([CH:3]=[N:2][NH:1][C:27](=[O:28])[CH2:26][N:25]1[C:21](=[O:35])[C:22]2[C:23](=[CH:31][CH:32]=[CH:33][CH:34]=2)[C:24]1=[O:30])[C:27](=[O:28])[CH2:26][N:25]1[C:24](=[O:30])[C:23]2[C:22](=[CH:34][CH:33]=[CH:32][CH:31]=2)[C:21]1=[O:35])=[O:19]. Procedure: In the manner given in Example 1, 3-amino-6-fluoro-3,4-dihydro-4-hydroxy-4-(o-chlorophenyl)quinazoline with pyridine is reacted with α-phthalimidoacetyl chloride to give 1,3-dioxo-2-isoindolineacetic acid, [[N-[2-(o-chlorobenzoyl)-4-fluorophenyl]-1,3-dioxo-2-isoindolineacetamido]methylene]hydrazide. Starting materials: C=CCNc1cccc(C#N)c1, CC(C)C[Al+]CC(C)C, CO, Cc1ccccc1, [H-], O=S(=O)(O)O. Yields the product C=CCNc1cccc(C=O)c1. Reaction SMILES: [CH2:11]([CH:12]=[CH2:13])[NH:14][c:15]1[cH:16][c:17]([C:18]#[N:19])[cH:20][cH:21][cH:22]1.[CH2:2]([Al+:3][CH2:4][CH:5]([CH3:6])[CH3:7])[CH:8]([CH3:9])[CH3:10].[CH3:23][OH:24].[CH3:30][c:31]1[cH:32][cH:33][cH:34][cH:35][cH:36]1.[H-:1].[S:25]([OH:26])(=[O:27])(=[O:28])[OH:29]>>[CH2:11]([CH:12]=[CH2:13])[NH:14][c:15]1[cH:16][c:17]([CH:18]=[O:26])[cH:20][cH:21][cH:22]1. Reactants: C(C)(=O)C=1C=C(O[C@H](CCN2CCC(CC2)C=2C=C(C=CC2)NC(C(C)C)=O)C2=CC=CC=C2)C=CC1 (N-(3-{1-[(3R)-3-(3-acetylphenoxy)-3-phenylpropyl]-4-piperidinyl}phenyl)-2-methylpropanamide), CI (methyl iodide). The product is C(C)(=O)C=1C=C(O[C@H](CCN2CCC(CC2)C=2C=C(C=CC2)N(C(C(C)C)=O)C)C2=CC=CC=C2)C=CC1 (N-(3-{1-[(3R)-3-(3-ACETYLPHENOXY)-3-PHENYLPROPYL]-4-PIPERIDINYL}PHENYL)-N,2-DIMETHYLPROPANAMIDE). Reaction SMILES: [C:1]([C:4]1[CH:5]=[C:6]([CH:35]=[CH:36][CH:37]=1)[O:7][C@@H:8]([C:29]1[CH:34]=[CH:33][CH:32]=[CH:31][CH:30]=1)[CH2:9][CH2:10][N:11]1[CH2:16][CH2:15][CH:14]([C:17]2[CH:18]=[C:19]([NH:23][C:24](=[O:28])[CH:25]([CH3:27])[CH3:26])[CH:20]=[CH:21][CH:22]=2)[CH2:13][CH2:12]1)(=[O:3])[CH3:2].[CH3:38]I>>[C:1]([C:4]1[CH:5]=[C:6]([CH:35]=[CH:36][CH:37]=1)[O:7][C@@H:8]([C:29]1[CH:34]=[CH:33][CH:32]=[CH:31][CH:30]=1)[CH2:9][CH2:10][N:11]1[CH2:16][CH2:15][CH:14]([C:17]2[CH:18]=[C:19]([N:23]([CH3:38])[C:24](=[O:28])[CH:25]([CH3:27])[CH3:26])[CH:20]=[CH:21][CH:22]=2)[CH2:13][CH2:12]1)(=[O:3])[CH3:2]. Procedure: Prepared by Procedure T and Scheme AD using N-(3-{1-[(3R)-3-(3-acetylphenoxy)-3-phenylpropyl]-4-piperidinyl}phenyl)-2-methylpropanamide and methyl iodide: ESMS m/e: 513.2 (M+H)+. Reaction SMILES: [N:1](=[N+:2]=[N-:3])[CH2:4][CH:5]1[O:6][c:7]2[c:8](-[c:16]3[c:17]([Cl:23])[cH:18][cH:19][cH:20][c:21]3[Cl:22])[cH:9][c:10]([F:15])[cH:11][c:12]2[CH:13]=[CH:14]1.[O:43]1[CH2:44][CH2:45][CH2:46][CH2:47]1.[OH2:48].[c:24]1([P:25]([c:26]2[cH:27][cH:28][cH:29][cH:30][cH:31]2)[c:32]2[cH:33][cH:34][cH:35][cH:36][cH:37]2)[cH:38][cH:39][cH:40][cH:41][cH:42]1>>[NH2:1][CH2:4][CH:5]1[O:6][c:7]2[c:8](-[c:16]3[c:17]([Cl:23])[cH:18][cH:19][cH:20][c:21]3[Cl:22])[cH:9][c:10]([F:15])[cH:11][c:12]2[CH:13]=[CH:14]1. Starting materials: [N-]=[N+]=NCC1C=Cc2cc(F)cc(-c3c(Cl)cccc3Cl)c2O1, C1CCOC1, O, c1ccc(P(c2ccccc2)c2ccccc2)cc1. The product is NCC1C=Cc2cc(F)cc(-c3c(Cl)cccc3Cl)c2O1. Starting materials: CC(C)(C)C1=CCC(C)(C)c2ccc(Br)cc21, CC(C)c1cc(B(O)O)cc(C(C)C)c1. Product: CC(C)(C)C1=CCC(C)(C)c2ccc(B(O)O)cc21. As a reaction SMILES: [C:16]([CH3:17])([CH3:18])([CH3:19])[C:20]1=[CH:21][CH2:22][C:23]([CH3:31])([CH3:32])[c:24]2[cH:25][cH:26][c:27]([Br:30])[cH:28][c:29]21.[CH:1]([c:2]1[cH:3][c:4]([B:13]([OH:14])[OH:15])[cH:5][c:6]([CH:7]([CH3:8])[CH3:9])[cH:10]1)([CH3:11])[CH3:12]>>[B:13]([OH:14])([OH:15])[c:27]1[cH:26][cH:25][c:24]2[c:29]([cH:28]1)[C:20]([C:16]([CH3:17])([CH3:18])[CH3:19])=[CH:21][CH2:22][C:23]2([CH3:31])[CH3:32]. Starting materials: O=C1CC(=O)OC(CCc2ccc(OCc3ccccc3)cc2)(C2CCCC2)C1, C1CCOC1, [H][H], [Pd]. The product is O=C1CC(=O)OC(CCc2ccc(O)cc2)(C2CCCC2)C1. As a reaction SMILES: [CH2:1]([c:2]1[cH:3][cH:4][cH:5][cH:6][cH:7]1)[O:8][c:9]1[cH:10][cH:11][c:12]([CH2:15][CH2:16][C:17]2([CH:25]3[CH2:26][CH2:27][CH2:28][CH2:29]3)[CH2:18][C:19](=[O:24])[CH2:20][C:21](=[O:23])[O:22]2)[cH:13][cH:14]1.[CH2:32]1[O:33][CH2:34][CH2:35][CH2:36]1.[H:30][H:31].[Pd:37]>>[OH:8][c:9]1[cH:10][cH:11][c:12]([CH2:15][CH2:16][C:17]2([CH:25]3[CH2:26][CH2:27][CH2:28][CH2:29]3)[CH2:18][C:19](=[O:24])[CH2:20][C:21](=[O:23])[O:22]2)[cH:13][cH:14]1. Reactants: Cc1c(NS(C)(=O)=O)cccc1N(Cc1ccccc1)Cc1ccc(Oc2ccc(OCCCC(=O)NC(CO)C(=O)OC(C)(C)C)cc2)cc1, ClCCl, O=C(O)C(F)(F)F. Product: Cc1c(NS(C)(=O)=O)cccc1N(Cc1ccccc1)Cc1ccc(Oc2ccc(OCCCC(=O)NC(CO)C(=O)O)cc2)cc1. RXN SMILES: [CH2:1]([c:2]1[cH:3][cH:4][cH:5][cH:6][cH:7]1)[N:8]([c:9]1[c:10]([CH3:20])[c:11]([NH:15][S:16](=[O:17])(=[O:18])[CH3:19])[cH:12][cH:13][cH:14]1)[CH2:21][c:22]1[cH:23][cH:24][c:25]([O:26][c:27]2[cH:28][cH:29][c:30]([O:31][CH2:32][CH2:33][CH2:34][C:35](=[O:36])[NH:37][CH:38]([CH2:39][OH:40])[C:41](=[O:42])[O:43][C:44]([CH3:45])([CH3:46])[CH3:47])[cH:48][cH:49]2)[cH:50][cH:51]1.[Cl:59][CH2:60][Cl:61].[OH:52][C:53]([C:54]([F:55])([F:56])[F:57])=[O:58]>>[CH2:1]([c:2]1[cH:3][cH:4][cH:5][cH:6][cH:7]1)[N:8]([c:9]1[c:10]([CH3:20])[c:11]([NH:15][S:16](=[O:17])(=[O:18])[CH3:19])[cH:12][cH:13][cH:14]1)[CH2:21][c:22]1[cH:23][cH:24][c:25]([O:26][c:27]2[cH:28][cH:29][c:30]([O:31][CH2:32][CH2:33][CH2:34][C:35](=[O:36])[NH:37][CH:38]([CH2:39][OH:40])[C:41](=[O:42])[OH:43])[cH:48][cH:49]2)[cH:50][cH:51]1. Reactants: CCOC(C)=O, Cc1c(SC#N)cc(C(C)C)c2nc(N)sc12, COC(=O)Cl, ClCCl, O, c1ccncc1. The product is COC(=O)Nc1nc2c(C(C)C)cc(SC#N)c(C)c2s1. Reaction SMILES: [CH3:24][CH2:25][O:26][C:27]([CH3:28])=[O:29].[CH:1]([CH3:2])([CH3:3])[c:4]1[cH:5][c:6]([S:15][C:16]#[N:17])[c:7]([CH3:14])[c:8]2[c:9]1[n:10][c:11]([NH2:13])[s:12]2.[Cl:18][C:19](=[O:20])[O:21][CH3:22].[Cl:30][CH2:31][Cl:32].[OH2:23].[cH:33]1[cH:34][cH:35][n:36][cH:37][cH:38]1>>[CH:1]([CH3:2])([CH3:3])[c:4]1[cH:5][c:6]([S:15][C:16]#[N:17])[c:7]([CH3:14])[c:8]2[c:9]1[n:10][c:11]([NH:13][C:19](=[O:20])[O:21][CH3:22])[s:12]2.